Dataset: the Open Reaction Database (ORD), a public repository of structured organic reaction records. Task: describe an organic reaction: reactants, conditions, products, and yield Starting materials: C(=O)(OC(C)(C)C)N[C@H](CCCN)C(=O)O (Boc-D-Ornithine), solution, FC1=C(C=CC=C1[N+](=O)[O-])C (2-fluoro-3-nitrotoluene), [OH-].[Na+] (sodium hydroxide), C(C)O (ethanol). Product: CC(C)(OC(=O)N[C@@H](C(=O)O)CCCNC1=C(C=CC(=C1)C)[N+](=O)[O-])C ((2 R )-2-(N-(1,1-dimethylethoxycarbonyl)amino)-5-(5-methyl-2-nitrophenylamino)pentanoic acid). Yield: 61.0%. As a reaction SMILES: [C:1]([NH:8][C@@H:9]([C:14]([OH:16])=[O:15])[CH2:10][CH2:11][CH2:12][NH2:13])([O:3][C:4]([CH3:7])([CH3:6])[CH3:5])=[O:2].F[C:18]1[C:23]([N+:24]([O-:26])=[O:25])=[CH:22][CH:21]=[CH:20][C:19]=1C.[OH-].[Na+].[CH2:30](O)C>>[CH3:5][C:4]([CH3:7])([O:3][C:1]([NH:8][C@H:9]([CH2:10][CH2:11][CH2:12][NH:13][C:18]1[CH:19]=[C:20]([CH3:30])[CH:21]=[CH:22][C:23]=1[N+:24]([O-:26])=[O:25])[C:14]([OH:16])=[O:15])=[O:2])[CH3:6] |f:2.3|. Procedure: To 696 mg (3.0 mmol) of Boc-D-Ornithine (as a 1M solution in ethanol) was added 551.5 mg (3.30 mmol) of 2-fluoro-3-nitrotoluene and 3 ml (3 mmol) of 1N sodium hydroxide. The reaction was heated to reflux for 24 hours. The reaction was concentrated/n vacuo. The product was purified by flash chromatography with acetonitrile/acetic acid/water 6/1/1. The product (620 mg, 61% yield) was obtained was a yellow oil. mp>258° C. (dec.). MS (FAB) M/Z: 268 (M+H). 1H NMR (300 MHz, CDCl3) δ: 1.7-2.0 (m, 4H), ... Starting materials: ( t ), Steroids, ( m ), C(CCCC)[BH-](CCCCC)CCCCC.[K+] (Potassium trisamylborohydride), C1CCOC1 (THF), CC([C@H]1CC[C@H]2[C@@H]3CC[C@H]4CC(CC[C@]4(C)[C@H]3CC[C@]12C)=O)=O (5α-Pregnan-3,20-dione), ( s ), ( t ). Solvent: C(Cl)(Cl)Cl (chloroform). Run at temperature 0 celsius, time 2 hour. Product: O[C@H]1C[C@@H]2CC[C@H]3[C@@H]4CC[C@H](C(C)=O)[C@]4(CC[C@@H]3[C@]2(CC1)C)C (3α-hydroxy-5α-pregnan-20-one). Isolated yield 33.0%. RXN SMILES: C([BH-](CCCCC)CCCCC)CCCC.[K+].C1COCC1.[CH3:23][C:24](=[O:45])[C@@H:25]1[C@:42]2([CH3:43])[C@H:28]([C@H:29]3[C@H:39]([CH2:40][CH2:41]2)[C@:37]2([CH3:38])[C@H:32]([CH2:33][C:34](=[O:44])[CH2:35][CH2:36]2)[CH2:31][CH2:30]3)[CH2:27][CH2:26]1>C(Cl)(Cl)Cl>[OH:44][C@@H:34]1[CH2:35][CH2:36][C@@:37]2([CH3:38])[C@@H:32]([CH2:31][CH2:30][C@@H:29]3[C@@H:39]2[CH2:40][CH2:41][C@@:42]2([CH3:43])[C@H:28]3[CH2:27][CH2:26][C@@H:25]2[C:24](=[O:45])[CH3:23])[CH2:33]1 |f:0.1|. Reported procedure: The reaction was carried out under a dry N2 atmosphere. Potassium trisamylborohydride solution (KS-Selectide) in THF (6cc, 5.83 mmol) was introduced into a three neck round bottom flask and cooled to 0° C. 5α-Pregnan-3,20-dione (1.58 g, 5 mmol) dissolved in 10 ml of anhydrous chloroform was added to the cooled reducing agent. The resulting mixture was stirred vigorously for 2 hours at 0° C. and then allowed to equilibrate to room temperature for 1 hour. The reaction was quenched with 3 ml of wat... As a reaction SMILES: CO[C:3]([C:5]1([N:14]([OH:27])[C:15](=[O:26])[CH2:16][C:17]2[C:22]([CH3:23])=[CH:21][C:20]([CH3:24])=[CH:19][C:18]=2[CH3:25])[CH2:10][CH2:9][N:8]([N:11]([CH3:13])[CH3:12])[CH2:7][CH2:6]1)=[O:4].[H-].[Na+].Br[CH2:31][CH2:32][O:33][CH3:34].C[O-].[Na+].[Cl-].[NH4+].Cl>CN(C)C=O>[CH3:12][N:11]([CH3:13])[N:8]1[CH2:7][CH2:6][C:5]2([N:14]([O:27][CH2:31][CH2:32][O:33][CH3:34])[C:15](=[O:26])[CH:16]([C:17]3[C:22]([CH3:23])=[CH:21][C:20]([CH3:24])=[CH:19][C:18]=3[CH3:25])[C:3]2=[O:4])[CH2:10][CH2:9]1 |f:1.2,4.5,6.7|. The yield is 35.6%. Run in CN(C=O)C (dimethylformamide). The reactants are [H-].[Na+] (sodium hydride), C[O-].[Na+] (sodium methoxide), [Cl-].[NH4+] (ammonium chloride), COC(=O)C1(CCN(CC1)N(C)C)N(C(CC1=C(C=C(C=C1C)C)C)=O)O (1-Dimethylamino-4-{hydroxy-[2-(2,4,6-trimethyl-phenyl)-acetyl]-amino}-piperidine-4-carboxylic acid methyl ester), BrCCOC (1-Bromo-2-methoxy-ethane), Cl (hydrochloric acid). Product: CN(N1CCC2(C(C(C(N2OCCOC)=O)C2=C(C=C(C=C2C)C)C)=O)CC1)C (8-Dimethylamino-1-(2-methoxy-ethoxy)-3-(2,4,6-trimethylphenyl)-1,8-diaza-spiro[4.5]decane-2,4-dione). Reported procedure: 420 mg 1-Dimethylamino-4-{hydroxy-[2-(2,4,6-trimethyl-phenyl)-acetyl]-amino}-piperidine-4-carboxylic acid methyl ester (from Step 4) is dissolved in 15 ml dimethylformamide, cooled to 0° C., then 43 mg sodium hydride is added. It is warmed to room temperature, and stirred for 30 minutes. Then, 186 mg 1-Bromo-2-methoxy-ethane is added slowly at ambient temperature. The mixture is stirred for an additional hour, cooled to 0° C., and 180 mg sodium methoxide is added. Stirring is continued for 2 hou... Conditions: temperature 0 celsius, time 30 minute. Reactants: Cc1cc(N)ccc1Br, CC1(C)OBOC1(C)C, Cl[Pd]Cl, c1ccc(P(c2ccccc2)c2ccccc2)cc1, c1ccc(P(c2ccccc2)c2ccccc2)cc1. Product: Cc1cc(N)ccc1B1OC(C)(C)C(C)(C)O1. Reaction SMILES: [Br:1][c:2]1[c:3]([CH3:9])[cH:4][c:5]([NH2:6])[cH:7][cH:8]1.[CH3:10][C:11]1([CH3:18])[O:12][BH:13][O:14][C:15]1([CH3:16])[CH3:17].[Pd:19]([Cl:20])[Cl:21].[c:22]1([P:23]([c:24]2[cH:25][cH:26][cH:27][cH:28][cH:29]2)[c:30]2[cH:31][cH:32][cH:33][cH:34][cH:35]2)[cH:36][cH:37][cH:38][cH:39][cH:40]1.[c:41]1([P:42]([c:43]2[cH:44][cH:45][cH:46][cH:47][cH:48]2)[c:49]2[cH:50][cH:51][cH:52][cH:53][cH:54]2)[cH:55][cH:56][cH:57][cH:58][cH:59]1>>[c:2]1([B:13]2[O:12][C:11]([CH3:10])([CH3:18])[C:15]([CH3:16])([CH3:17])[O:14]2)[c:3]([CH3:9])[cH:4][c:5]([NH2:6])[cH:7][cH:8]1. The reactants are Cl (hydrogen chloride), ice, OC[C@@H]1N(C[C@H](C1)O)S(=O)(=O)C1=CC=C(C=C1)C ((2R, 4S)-2-hydroxymethyl-4-hydroxy-1-(4-toluenesulfonyl)-pyrrolidine), C1(=CC=C(C=C1)S(=O)(=O)Cl)C (p-toluenesulfonyl chloride). The solvent is N1=CC=CC=C1 (pyridine), C(C)O (ethanol). Conditions: temperature 50 celsius. Yields the product C1(=CC=C(C=C1)S(=O)(=O)N1[C@@H](C[C@H](C1)OS(=O)(=O)C1=CC=C(C=C1)C)CCl)C ((2S, 4R)-1-(4-Toluenesulfonyl)-2-(chloromethyl)-4-(4-toluenesulfonyloxy)-pyrrolidine). The yield is 70.0%. Reaction SMILES: O[CH2:2][C@H:3]1[CH2:7][C@H:6]([OH:8])[CH2:5][N:4]1[S:9]([C:12]1[CH:17]=[CH:16][C:15]([CH3:18])=[CH:14][CH:13]=1)(=[O:11])=[O:10].[C:19]1([CH3:29])[CH:24]=[CH:23][C:22]([S:25](Cl)(=[O:27])=[O:26])=[CH:21][CH:20]=1.[ClH:30]>N1C=CC=CC=1.C(O)C>[C:15]1([CH3:18])[CH:16]=[CH:17][C:12]([S:9]([N:4]2[CH2:5][C@H:6]([O:8][S:25]([C:22]3[CH:21]=[CH:20][C:19]([CH3:29])=[CH:24][CH:23]=3)(=[O:26])=[O:27])[CH2:7][C@H:3]2[CH2:2][Cl:30])(=[O:11])=[O:10])=[CH:13][CH:14]=1. Reported procedure: To an ice-cold solution of 170 g (626.5 mmol) of (2R, 4S)-2-hydroxymethyl-4-hydroxy-1-(4-toluenesulfonyl)-pyrrolidine in 0.5 l of pyridine was added 250 g (1.32 mol) of p-toluenesulfonyl chloride in one portion and the reaction was warmed to 50° C. After 6 hours the mixture was cooled with an ice bath and 3 l of 10% aqueous hydrogen chloride solution was carefully added. A white precipitate formed which was isolated via filtration and then taken in 1 l of ethanol and heated to reflux for 30 minu... Starting materials: CCN=C=NCCCN(C)C, CCN(C(C)C)C(C)C, O=C(O)C(F)(F)F, NCC(=O)N1CCN(C(=O)c2ccccc2C(F)(F)F)CC1, CN(C)C=O, O, On1nnc2ccccc21, O=C(O)c1cnccn1. Product: O=C(NCC(=O)N1CCN(C(=O)c2ccccc2C(F)(F)F)CC1)c1cnccn1. Reaction SMILES: [CH3:29][CH2:30][N:31]=[C:32]=[N:33][CH2:34][CH2:35][CH2:36][N:37]([CH3:38])[CH3:39].[CH:1]([N:2]([CH2:3][CH3:4])[CH:5]([CH3:6])[CH3:7])([CH3:8])[CH3:9].[F:40][C:41]([F:42])([F:43])[C:44]([OH:45])=[O:46].[NH2:47][CH2:48][C:49](=[O:50])[N:51]1[CH2:52][CH2:53][N:54]([C:57]([c:58]2[c:59]([C:64]([F:65])([F:66])[F:67])[cH:60][cH:61][cH:62][cH:63]2)=[O:68])[CH2:55][CH2:56]1.[O:69]=[CH:70][N:71]([CH3:72])[CH3:73].[OH2:74].[OH:19][n:20]1[c:21]2[c:22]([cH:23][cH:24][cH:25][cH:26]2)[n:27][n:28]1.[n:10]1[c:11]([C:16](=[O:17])[OH:18])[cH:12][n:13][cH:14][cH:15]1>>[n:10]1[c:11]([C:16](=[O:18])[NH:47][CH2:48][C:49](=[O:50])[N:51]2[CH2:52][CH2:53][N:54]([C:57]([c:58]3[c:59]([C:64]([F:65])([F:66])[F:67])[cH:60][cH:61][cH:62][cH:63]3)=[O:68])[CH2:55][CH2:56]2)[cH:12][n:13][cH:14][cH:15]1. The reactants are Br, C=CCOC(=O)C(NC(=O)OC(C)(C)C)C(C)C, CO, ClC(Cl)Cl, [Na+], O=C([O-])O. Yields the product C=CCOC(=O)C(N)C(C)C. As a reaction SMILES: [BrH:3].[CH2:4]([CH:5]=[CH2:6])[O:7][C:8]([CH:9]([NH:10][C:11]([O:12][C:13]([CH3:14])([CH3:15])[CH3:16])=[O:17])[CH:18]([CH3:19])[CH3:20])=[O:21].[CH3:1][OH:2].[Cl:27][CH:28]([Cl:29])[Cl:30].[Na+:26].[O-:22][C:23]([OH:24])=[O:25]>>[CH2:4]([CH:5]=[CH2:6])[O:7][C:8]([CH:9]([NH2:10])[CH:18]([CH3:19])[CH3:20])=[O:21]. Reactants: [OH-].[Na+] (NaOH), ClC=1C=C(C=CC1F)NC(=O)N1CCN(CC1)C[C@H]1CNCCO1 (N-(3-chloro-4-fluorophenyl)-4-[(2R)-morpholin-2-ylmethyl]piperazine-1-carboxamide), CC(CC)=O (2-butanone), C(C)(=O)O[BH-](OC(C)=O)OC(C)=O.[Na+] (Sodium tris-acetoxyborohydride). Reagents/catalysts: CC([O-])C.CC([O-])C.CC([O-])C.CC([O-])C.[Ti+4] (titanium tetraisopropoxide). Solvent: C1CCOC1 (THF), C(Cl)Cl (DCM). Run at time 3 hour. The product is ClC=1C=C(C=CC1F)NC(=O)N1CCN(CC1)C[C@@H]1CN(CCO1)[C@@H](CC)C (N-(3-chloro-4-fluorophenyl)-4-({(2R)-4-[(1R)-1-methylpropyl]morpholin-2-yl}methyl)piperazine-1-carboxamide). The yield is 13.1%. As a reaction SMILES: [Cl:1][C:2]1[CH:3]=[C:4]([NH:9][C:10]([N:12]2[CH2:17][CH2:16][N:15]([CH2:18][C@@H:19]3[O:24][CH2:23][CH2:22][NH:21][CH2:20]3)[CH2:14][CH2:13]2)=[O:11])[CH:5]=[CH:6][C:7]=1[F:8].[CH3:25][C:26](=O)[CH2:27][CH3:28].C(O[BH-](OC(=O)C)OC(=O)C)(=O)C.[Na+].[OH-].[Na+]>C1COCC1.CC(C)[O-].CC(C)[O-].CC(C)[O-].CC(C)[O-].[Ti+4].C(Cl)Cl>[Cl:1][C:2]1[CH:3]=[C:4]([NH:9][C:10]([N:12]2[CH2:17][CH2:16][N:15]([CH2:18][C@H:19]3[O:24][CH2:23][CH2:22][N:21]([C@H:26]([CH3:25])[CH2:27][CH3:28])[CH2:20]3)[CH2:14][CH2:13]2)=[O:11])[CH:5]=[CH:6][C:7]=1[F:8] |f:2.3,4.5,7.8.9.10.11|. Procedure: To a stirred solution of N-(3-chloro-4-fluorophenyl)-4-[(2R)-morpholin-2-ylmethyl]piperazine-1-carboxamide (300 mg, 0.84 mmol) and 2-butanone (0.16 ml, 1.12 mmol) in THF:DCM, 1:1 (8 ml), was added titanium tetraisopropoxide (1.99 ml, 6.72 mmol) and the reaction stirred at ambient temperature for 3 hours. Sodium tris-acetoxyborohydride (356 mg, 1.68 mmol) was added and the reaction stirred overnight. 2M NaOH was then added and the cloudy mixture filtered through celite. The filtrate was then extr...